Dataset: the Open Reaction Database (ORD), a public repository of structured organic reaction records. Task: describe an organic reaction: reactants, conditions, products, and yield Reaction SMILES: [C:1]1([C:7]2[CH:8]=[N:9][C:10]([CH3:13])=[CH:11][CH:12]=2)[CH:6]=[CH:5][CH:4]=[CH:3][CH:2]=1.[Mn]([O-])(=O)(=O)=[O:15].[K+].[OH2:20]>>[C:1]1([C:7]2[CH:8]=[N:9][C:10]([C:13]([OH:15])=[O:20])=[CH:11][CH:12]=2)[CH:2]=[CH:3][CH:4]=[CH:5][CH:6]=1 |f:1.2|. Procedure details: A suspension of 3-phenyl-6-methyl pyridine (1.99 g, 11.78 mmol) and potassium permanganate (7.65, 48.6 mmol), in water (50 mL) was heated at reflux for 16 hours. The reaction was allowed to cool to ambient temperature and filtered through celite to remove the solids. Acetic acid (2 mL) was added to the colourless filtrate and the product was collected as a white solid by filtration. The reactants are C1(=CC=CC=C1)C=1C=NC(=CC1)C (3-phenyl-6-methyl pyridine), [Mn](=O)(=O)(=O)[O-].[K+] (potassium permanganate), O (water). The product is C1(=CC=CC=C1)C=1C=NC(=CC1)C(=O)O (3-Phenyl-6-carboxypyridine). Starting materials: CO (MeOH), NC=1C=CC(=NC1)C#N (5-aminopyridine-2-carbonitrile), NaBO3.H2O. The solvent is O (H2O). Conditions: temperature 50 celsius. The product is NC=1C=CC(=NC1)C(=O)N (5-Aminopyridine-2-carboxylic acid amide). As a reaction SMILES: C[OH:2].[NH2:3][C:4]1[CH:5]=[CH:6][C:7]([C:10]#[N:11])=[N:8][CH:9]=1>O>[NH2:3][C:4]1[CH:5]=[CH:6][C:7]([C:10]([NH2:11])=[O:2])=[N:8][CH:9]=1. Procedure details: MeOH (30 mL) was added into the mixture of 5-aminopyridine-2-carbonitrile (1191 mg, 10.00 mmol), NaBO3.H2O (2995 mg, 30.00 mmol), and H2O (30 mL), and the mixture was then heated at 50° C. for 16 h. The mixture was then concentrated in vacuo, then treated with water (30 mL), and extracted with EtOAc (4×50 mL). The combined extracts were dried over MgSO4, filtered, and concentrated in vacuo to obtain a yellow solid. The solid was triturated with 40 mL of 40% EtOAc/hexane to yield the title compou... The reactants are CCCCCCC#CC1CCCC1SCCCCCC(=O)O, CCOC(C)=O, [H][H], [Pd]. Yields the product CCCCCCCCC1CCCC1SCCCCCC(=O)O. Reaction SMILES: [C:3]([CH2:4][CH2:5][CH2:6][CH2:7][CH2:8][S:9][CH:10]1[CH2:11][CH2:12][CH2:13][CH:14]1[C:15]#[C:16][CH2:17][CH2:18][CH2:19][CH2:20][CH2:21][CH3:22])(=[O:23])[OH:24].[CH3:25][CH2:26][O:27][C:28](=[O:29])[CH3:30].[H:1][H:2].[Pd:31]>>[C:3]([CH2:4][CH2:5][CH2:6][CH2:7][CH2:8][S:9][CH:10]1[CH2:11][CH2:12][CH2:13][CH:14]1[CH2:15][CH2:16][CH2:17][CH2:18][CH2:19][CH2:20][CH2:21][CH3:22])(=[O:23])[OH:24]. Reactants: O=C([O-])O, CCCC[Sn](CCCC)(CCCC)c1ccsc1, CCOC(=O)CCC(=O)O, [Cl-], [Na+], C1COCCO1, Cl[Pd]Cl, c1ccc(P(c2ccccc2)c2ccccc2)cc1, c1ccc(P(c2ccccc2)c2ccccc2)cc1. The product is CCOC(=O)CCC(=O)c1ccsc1. As a reaction SMILES: [C:30](=[O:31])([O-:32])[OH:33].[CH2:12]([Sn:13]([CH2:14][CH2:15][CH2:16][CH3:22])([c:17]1[cH:18][s:19][cH:20][cH:21]1)[CH2:23][CH2:24][CH2:25][CH3:26])[CH2:27][CH2:28][CH3:29].[CH2:2]([CH3:3])[O:4][C:5]([CH2:6][CH2:7][C:8](=[O:9])[OH:10])=[O:11].[Cl-:1].[Na+:34].[O:35]1[CH2:36][CH2:37][O:38][CH2:39][CH2:40]1.[Pd:41]([Cl:42])[Cl:43].[c:44]1([P:45]([c:46]2[cH:47][cH:48][cH:49][cH:50][cH:51]2)[c:52]2[cH:53][cH:54][cH:55][cH:56][cH:57]2)[cH:58][cH:59][cH:60][cH:61][cH:62]1.[c:63]1([P:64]([c:65]2[cH:66][cH:67][cH:68][cH:69][cH:70]2)[c:71]2[cH:72][cH:73][cH:74][cH:75][cH:76]2)[cH:77][cH:78][cH:79][cH:80][cH:81]1>>[CH2:2]([CH3:3])[O:4][C:5]([CH2:6][CH2:7][C:8](=[O:10])[c:17]1[cH:18][s:19][cH:20][cH:21]1)=[O:11]. Reactants: [Si](C)(C)(C(C)(C)C)OCC=1C(=C(C=CC1)N1CCNCC1)F (1-[3-({[tert-Butyl(dimethyl)silyl]oxy}methyl)-2-fluorophenyl]piperazine), ClCCCl (DCE), C(C)S(=O)(=O)Cl (ethanesulfonyl chloride), TEA, C(Cl)(Cl)Cl (CHCl3). The solvent is O (water). Conditions: time 2 hour. Product: C(C)S(=O)(=O)N1CCN(CC1)C=1C(=C(C=CC1)CO)F ({3-[4-(ethylsulfonyl)piperazin-1-yl]-2-fluorophenyl}methanol). Yield: 95.0%. As a reaction SMILES: [Si]([O:8][CH2:9][C:10]1[C:11]([F:22])=[C:12]([N:16]2[CH2:21][CH2:20][NH:19][CH2:18][CH2:17]2)[CH:13]=[CH:14][CH:15]=1)(C(C)(C)C)(C)C.ClCCCl.[CH2:27]([S:29](Cl)(=[O:31])=[O:30])[CH3:28].C(Cl)(Cl)Cl>O>[CH2:27]([S:29]([N:19]1[CH2:18][CH2:17][N:16]([C:12]2[C:11]([F:22])=[C:10]([CH2:9][OH:8])[CH:15]=[CH:14][CH:13]=2)[CH2:21][CH2:20]1)(=[O:31])=[O:30])[CH3:28]. Procedure details: 1-[3-({[tert-Butyl(dimethyl)silyl]oxy}methyl)-2-fluorophenyl]piperazine (140 mg) was mixed with DCE (4 ml), and ethanesulfonyl chloride (122 mg) and TEA (145 mg) were added thereto, followed by stirring at room temperature for 2 hours. CHCl3 and water were added to the reaction mixture, and the organic layer was dried over Na2SO4 and concentrated under reduced pressure. The obtained residue was mixed with THF (4 ml), and a 1 M TBAF/THF solution (0.9 ml) was added thereto, followed by stirring at...